Dataset: the Open Reaction Database (ORD), a public repository of structured organic reaction records. Task: describe an organic reaction: reactants, conditions, products, and yield Reactants: Amino Acids, Bis-Lactim Ethers, 2,5-Diketopiperazines, solution, C(CCC)[Li] (n-butyl lithium), BrCC1=C(C=C(C=C1)OC)I (1-(Bromomethyl)-2-iodo-4-methoxybenzene), [Li]CCCC (n-BuLi), [NH4+].[Cl-] (NH4Cl), C(#N)[Cu].C1CCOC1 (CuCN THF), COC=1[C@H](N=C(CN1)OC)C(C)C ((2R)-2,5-dihydro-3,6-dimethoxy-2-isopropylpyrazine), C(#N)[Cu] (CuCN). Solvent: C1CCOC1 (THF), C1CCOC1 (THF), C1CCOC1 (THF). Conditions: temperature -78 celsius, time 15 minute. The product is COC=1[C@H](N=C([C@@H](N1)CC1=C(C=C(C=C1)OC)I)OC)C(C)C (2,5-Dihydro-3,6-dimethoxy-2-isopropyl-5-(2′-iodo-4′-methoxybenzyl)-(2R,5S)-pyrazine). Yield: 75.1%. Reaction SMILES: [CH3:1][O:2][C:3]1[C@@H:4]([CH:11]([CH3:13])[CH3:12])[N:5]=[C:6]([O:9][CH3:10])[CH2:7][N:8]=1.C([Li])CCC.C([Cu])#N.C([Cu])#N.C1COCC1.Br[CH2:31][C:32]1[CH:37]=[CH:36][C:35]([O:38][CH3:39])=[CH:34][C:33]=1[I:40].[NH4+].[Cl-]>C1COCC1>[CH3:1][O:2][C:3]1[C@@H:4]([CH:11]([CH3:13])[CH3:12])[N:5]=[C:6]([O:9][CH3:10])[C@H:7]([CH2:31][C:32]2[CH:37]=[CH:36][C:35]([O:38][CH3:39])=[CH:34][C:33]=2[I:40])[N:8]=1 |f:3.4,6.7|. Procedure details: The diastereomeric product 21 was obtained by a reaction of the lithium salt of the chiral auxiliary (2R)-2,5-dihydro-3,6-dimethoxy-2-isopropylpyrazine with the bromo derivative 20 using a crucial modification of a procedure reported in the literature [U. Schollkopf, “Enantioselective Synthesis of Non-Proteinogenic Amino Acids via Metallated Bis-Lactim Ethers of 2,5-Diketopiperazines.” Tetrahedron, 39, pp 2085-2091 (1983)]. Briefly, (2R)-2,5-dihydro-3,6-dimethoxy-2-isopropylpyrazine (4.39 mL, 24... Starting materials: C, CO, COC(=O)c1ccc(NS(=O)(=O)c2sc3ccc(Cl)cc3c2C)c(S(C)(=O)=O)c1, C1COCCO1, [Pd]. The product is COC(=O)c1ccc(NS(=O)(=O)c2sc3ccccc3c2C)c(S(C)(=O)=O)c1. As a reaction SMILES: [C:32].[CH3:1][OH:2].[Cl:3][c:4]1[cH:5][c:6]2[c:7]([s:8][c:9]([S:12](=[O:13])(=[O:14])[NH:15][c:16]3[c:17]([S:26](=[O:27])(=[O:28])[CH3:29])[cH:18][c:19]([C:20](=[O:21])[O:22][CH3:23])[cH:24][cH:25]3)[c:10]2[CH3:11])[cH:30][cH:31]1.[O:34]1[CH2:35][CH2:36][O:37][CH2:38][CH2:39]1.[Pd:33]>>[cH:4]1[cH:5][c:6]2[c:7]([s:8][c:9]([S:12](=[O:13])(=[O:14])[NH:15][c:16]3[c:17]([S:26](=[O:27])(=[O:28])[CH3:29])[cH:18][c:19]([C:20](=[O:21])[O:22][CH3:23])[cH:24][cH:25]3)[c:10]2[CH3:11])[cH:30][cH:31]1.